Task: describe an organic reaction: reactants, conditions, products, and yield. Dataset: the Open Reaction Database (ORD), a public repository of structured organic reaction records The reactants are O=Cc1ccc(OCCCCCCCCCCBr)cc1, CC(C)(C)O, [O-][Cl+][O-], [Na+], O, Oc1cccc(O)c1. The product is O=C(O)c1ccc(OCCCCCCCCCCBr)cc1. As a reaction SMILES: [Br:9][CH2:10][CH2:11][CH2:12][CH2:13][CH2:14][CH2:15][CH2:16][CH2:17][CH2:18][CH2:19][O:20][c:21]1[cH:22][cH:23][c:24]([CH:25]=[O:26])[cH:27][cH:28]1.[C:33]([OH:34])([CH3:35])([CH3:36])[CH3:37].[Cl+:29]([O-:30])[O-:31].[Na+:32].[OH2:38].[OH:1][c:2]1[cH:3][c:4]([OH:5])[cH:6][cH:7][cH:8]1>>[OH:1][C:25]([c:24]1[cH:23][cH:22][c:21]([O:20][CH2:19][CH2:18][CH2:17][CH2:16][CH2:15][CH2:14][CH2:13][CH2:12][CH2:11][CH2:10][Br:9])[cH:28][cH:27]1)=[O:26]. The reactants are F[B-](F)(F)F, F[B-](F)(F)F, C[Sn](C)(C)c1c[nH]c2ncnc(Cl)c12, CC#N, F[N+]12CC[N+](CCl)(CC1)CC2. The product is Fc1c[nH]c2ncnc(Cl)c12. Reaction SMILES: [B-:15]([F:16])([F:17])([F:18])[F:19].[B-:20]([F:21])([F:22])([F:23])[F:24].[CH3:1][Sn:2]([c:3]1[cH:4][nH:5][c:6]2[n:7][cH:8][n:9][c:10]([Cl:12])[c:11]12)([CH3:13])[CH3:14].[CH3:36][C:37]#[N:38].[Cl:25][CH2:26][N+:27]12[CH2:28][CH2:29][N+:30]([F:31])([CH2:32][CH2:33]1)[CH2:34][CH2:35]2>>[c:3]1([F:16])[cH:4][nH:5][c:6]2[n:7][cH:8][n:9][c:10]([Cl:12])[c:11]12. Starting materials: ClC1=CC=C(C=C1)C1(CCC1)CC(C)=O (1-[1-(4-chlorophenyl)cyclobutyl]propan-2-one), C(=O)N (formamide), Cl (hydrochloric acid), Example 3, C(=O)O (formic acid). The solvent is O (water). Reaction conditions: temperature 180 celsius. Yields the product ClC1=CC=C(C=C1)C1(CCC1)CC(C)N (2-[1-(4-chlorophenyl)cyclobutyl]-1-methylethylamine). As a reaction SMILES: [Cl:1][C:2]1[CH:7]=[CH:6][C:5]([C:8]2([CH2:12][C:13](=O)[CH3:14])[CH2:11][CH2:10][CH2:9]2)=[CH:4][CH:3]=1.C(O)=O.C([NH2:21])=O.Cl>O>[Cl:1][C:2]1[CH:7]=[CH:6][C:5]([C:8]2([CH2:12][CH:13]([NH2:21])[CH3:14])[CH2:11][CH2:10][CH2:9]2)=[CH:4][CH:3]=1. Procedure details: A mixture of 1-[1-(4-chlorophenyl)cyclobutyl]propan-2-one prepared as described in Example 3 (15 g) and 98% formic acid (4 ml) was added dropwise to formamide (12 ml) at 160° C. The temperature was raised to 180° C. and maintained at this temperature for ten hours. The mixture was cooled, diluted with water and extracted with dichloromethane. The extract was washed, dried and evaporated to yield a yellow oil which was hydrolysed with concentrated hydrochloric acid under reflux. The resulting aqu... Starting materials: S=C(n1ccnc1)n1ccnc1, CC(C)(C)OC(=O)N1CCN(C(N)=S)CC1, COC(OC)N(C)C, CC(C)(C)OC(=O)N1CCNCC1, N. The product is CN(C)C=NC(=S)N1CCN(C(=O)OC(C)(C)C)CC1. As a reaction SMILES: [C:38]([n:39]1[cH:40][cH:41][n:42][cH:43]1)([n:44]1[cH:45][cH:46][n:47][cH:48]1)=[S:49].[C:9]([CH3:10])([CH3:11])([CH3:12])[O:13][C:14](=[O:15])[N:16]1[CH2:17][CH2:18][N:19]([C:22]([NH2:23])=[S:24])[CH2:20][CH2:21]1.[CH3:1][O:2][CH:3]([N:4]([CH3:5])[CH3:6])[O:7][CH3:8].[N:25]1([C:26]([O:27][C:28]([CH3:29])([CH3:30])[CH3:31])=[O:32])[CH2:33][CH2:34][NH:35][CH2:36][CH2:37]1.[NH3:50]>>[CH:3]([N:4]([CH3:5])[CH3:6])=[N:23][C:22]([N:19]1[CH2:18][CH2:17][N:16]([C:14]([O:13][C:9]([CH3:10])([CH3:11])[CH3:12])=[O:15])[CH2:21][CH2:20]1)=[S:24]. Starting materials: Cl.Cl.COC(CC=1C=NC=C(C1)C1=C(C=C(C=C1)C(F)(F)F)CNCC)=O ([5-(2-Ethylaminomethyl-4-trifluoromethyl-phenyl)-pyridin-3-yl]-acetic acid methyl ester, dihydrochloride), C(C1=CC=CC=C1)N=C=O (benzyl isocyanate). The product is COC(CC=1C=NC=C(C1)C1=C(C=C(C=C1)C(F)(F)F)CN(C(=O)NCC1=CC=CC=C1)CC)=O ({5-[2-(3-benzyl-1-ethyl-ureidomethyl)-4-trifluoromethyl-phenyl]-pyridin-3-yl}-acetic acid methyl ester). Reaction SMILES: Cl.Cl.[CH3:3][O:4][C:5](=[O:27])[CH2:6][C:7]1[CH:8]=[N:9][CH:10]=[C:11]([C:13]2[CH:18]=[CH:17][C:16]([C:19]([F:22])([F:21])[F:20])=[CH:15][C:14]=2[CH2:23][NH:24][CH2:25][CH3:26])[CH:12]=1.[CH2:28]([N:35]=[C:36]=[O:37])[C:29]1[CH:34]=[CH:33][CH:32]=[CH:31][CH:30]=1>>[CH3:3][O:4][C:5](=[O:27])[CH2:6][C:7]1[CH:8]=[N:9][CH:10]=[C:11]([C:13]2[CH:18]=[CH:17][C:16]([C:19]([F:20])([F:21])[F:22])=[CH:15][C:14]=2[CH2:23][N:24]([CH2:25][CH3:26])[C:36]([NH:35][CH2:28][C:29]2[CH:34]=[CH:33][CH:32]=[CH:31][CH:30]=2)=[O:37])[CH:12]=1 |f:0.1.2|. Reported procedure: [5-(2-Ethylaminomethyl-4-trifluoromethyl-phenyl)-pyridin-3-yl]-acetic acid methyl ester, dihydrochloride and benzyl isocyanate were reacted as described in Example 2, Step 3, to provide {5-[2-(3-benzyl-1-ethyl-ureidomethyl)-4-trifluoromethyl-phenyl]-pyridin-3-yl}-acetic acid methyl ester. The ester was hydrolyzed to the acid as described in Example 12, Step 4. Starting materials: C1CCOC1, COC(=O)c1ccc(C(=O)Nc2ccc(C(=O)NN=C3C(=O)Nc4ccc(I)cc43)cc2)cc1, [Na+], [OH-], O. Yields the product O=C1Nc2ccc(I)cc2C1=NNC(=O)c1ccc(NC(=O)c2ccc(C(=O)O)cc2)cc1. Reaction SMILES: [CH2:37]1[O:38][CH2:39][CH2:40][CH2:41]1.[I:1][c:2]1[cH:3][c:4]2[c:8]([cH:9][cH:10]1)[NH:7][C:6](=[O:11])[C:5]2=[N:12][NH:13][C:14](=[O:15])[c:16]1[cH:17][cH:18][c:19]([NH:22][C:23](=[O:24])[c:25]2[cH:26][cH:27][c:28]([C:29](=[O:30])[O:31][CH3:32])[cH:33][cH:34]2)[cH:20][cH:21]1.[Na+:36].[OH-:35].[OH2:42]>>[I:1][c:2]1[cH:3][c:4]2[c:8]([cH:9][cH:10]1)[NH:7][C:6](=[O:11])[C:5]2=[N:12][NH:13][C:14](=[O:15])[c:16]1[cH:17][cH:18][c:19]([NH:22][C:23](=[O:24])[c:25]2[cH:26][cH:27][c:28]([C:29](=[O:30])[OH:31])[cH:33][cH:34]2)[cH:20][cH:21]1. Starting materials: ClC1=C(C(=O)C2=C(SC(=C2)CC)N2C(=NN=C2C)CNC(=O)C=2NC3=CC=CC=C3C2)C=CC=C1 (N-(4-(3-(2-Chlorobenzoyl)-5-ethylthiophen-2-yl)-5-methyl[1,2,4]triazol-3-ylmethyl)-indole-2-carboxamide), [O-]S(=O)(=O)C(F)(F)F.F[N+]1=C(C=CC=C1Cl)Cl (1-fluoro-2,6-dichloropyridinium triflate). Solvent: ClC(C)Cl (dichloroethane). Yields the product ClC1=C(C(=O)C2=C(SC(=C2)CC)N2C(=NN=C2C)CNC(=O)C=2NC3=CC=CC=C3C2F)C=CC=C1 (N-(4-(3-(2-chlorobenzoyl)-5-ethylthiophen-2-yl)-5-methyl[1,2,4]triazol-3-ylmethyl)-3-fluoroindole-2-carboxamide). RXN SMILES: [Cl:1][C:2]1[CH:35]=[CH:34][CH:33]=[CH:32][C:3]=1[C:4]([C:6]1[CH:10]=[C:9]([CH2:11][CH3:12])[S:8][C:7]=1[N:13]1[C:17]([CH3:18])=[N:16][N:15]=[C:14]1[CH2:19][NH:20][C:21]([C:23]1[NH:24][C:25]2[C:30]([CH:31]=1)=[CH:29][CH:28]=[CH:27][CH:26]=2)=[O:22])=[O:5].[O-]S(C(F)(F)[F:41])(=O)=O.F[N+]1C(Cl)=CC=CC=1Cl>ClC(Cl)C>[Cl:1][C:2]1[CH:35]=[CH:34][CH:33]=[CH:32][C:3]=1[C:4]([C:6]1[CH:10]=[C:9]([CH2:11][CH3:12])[S:8][C:7]=1[N:13]1[C:17]([CH3:18])=[N:16][N:15]=[C:14]1[CH2:19][NH:20][C:21]([C:23]1[NH:24][C:25]2[C:30]([C:31]=1[F:41])=[CH:29][CH:28]=[CH:27][CH:26]=2)=[O:22])=[O:5] |f:1.2|. Procedure details: N-(4-(3-(2-Chlorobenzoyl)-5-ethylthiophen-2-yl)-5-methyl[1,2,4]triazol-3-ylmethyl)-indole-2-carboxamide is dissolved in dichloroethane, and reacted with 1-fluoro-2,6-dichloropyridinium triflate to give N-(4-(3-(2-chlorobenzoyl)-5-ethylthiophen-2-yl)-5-methyl[1,2,4]triazol-3-ylmethyl)-3-fluoroindole-2-carboxamide.